This data is from the Open Reaction Database (ORD), a public repository of structured organic reaction records. The task is: describe an organic reaction: reactants, conditions, products, and yield Starting materials: [Br-], CC(NC(=O)c1ccc(Cc2ccccc2)[nH]1)C(=O)NC(C=O)CC(=O)O, CC(NC(=O)c1ccc(Cc2ccccc2)[nH]1)C(=O)NC1CC(=O)OC1OCc1ccccc1, CO, [K+]. Yields the product CC(NC(=O)c1ccc[nH]1)C(=O)NC(C=O)CC(=O)O. RXN SMILES: [Br-:62].[CH2:1]([c:2]1[cH:3][cH:4][cH:5][cH:6][cH:7]1)[c:8]1[cH:9][cH:10][c:11]([C:13](=[O:14])[NH:15][CH:16]([CH3:17])[C:18](=[O:19])[NH:20][CH:21]([CH2:22][C:23](=[O:24])[OH:25])[CH:26]=[O:27])[nH:12]1.[CH2:28]([c:29]1[nH:30][c:31]([C:32]([NH:33][CH:34]([C:35]([NH:36][CH:37]2[CH2:38][C:39](=[O:40])[O:41][CH:42]2[O:43][CH2:44][c:45]2[cH:46][cH:47][cH:48][cH:49][cH:50]2)=[O:51])[CH3:52])=[O:53])[cH:54][cH:55]1)[c:56]1[cH:57][cH:58][cH:59][cH:60][cH:61]1.[CH3:64][OH:65].[K+:63]>>[cH:8]1[cH:9][cH:10][c:11]([C:13](=[O:14])[NH:15][CH:16]([CH3:17])[C:18](=[O:19])[NH:20][CH:21]([CH2:22][C:23](=[O:24])[OH:25])[CH:26]=[O:27])[nH:12]1. Reactants: [K+], [K+], O=[Mn](=O)(=O)[O-], [Na+], [Na+], [OH-], O, CC1(CO)Cc2ccccc2O1, O=S([O-])S(=O)(=O)[O-]. Yields the product CC1(C(=O)O)Cc2ccccc2O1. As a reaction SMILES: [K+:14].[K+:20].[Mn:15](=[O:16])([O-:17])(=[O:18])=[O:19].[Na+:28].[Na+:29].[OH-:13].[OH2:30].[OH:1][CH2:2][C:3]1([CH3:12])[O:4][c:5]2[c:6]([cH:8][cH:9][cH:10][cH:11]2)[CH2:7]1.[S:21]([S:22]([O-:23])=[O:24])([O-:25])(=[O:26])=[O:27]>>[O:1]=[C:2]([C:3]1([CH3:12])[O:4][c:5]2[c:6]([cH:8][cH:9][cH:10][cH:11]2)[CH2:7]1)[OH:16]. Reported procedure: 1-Bromo-6-methyl-2-oxo-undec-5-ene (10.4 g, 0.04 mole) is dissolved in methylene chloride (100 ml). The solution is cooled to 0° C. and m-chloroperbenzoic acid (7.9 g, 0.04 mole of 85% pure substance) in methylene chloride (180 ml) is added while stirring at +5°-10° C. within 25 minutes. After stirring for 3 hours at 0° C., the reaction mixture is stored at +5° C. for 16 hours. It is then filtered through a sintered glass funnel, and the filtrate is washed first with saturated aqueous sodium bic... Reaction SMILES: [Br:1][CH2:2][C:3](=[O:14])[CH2:4][CH2:5][CH:6]=[C:7]([CH3:13])[CH2:8][CH2:9][CH2:10][CH2:11][CH3:12].ClC1C=CC=C(C(OO)=[O:23])C=1>C(Cl)Cl>[Br:1][CH2:2][C:3](=[O:14])[CH2:4][CH2:5][CH:6]1[O:23][C:7]1([CH3:13])[CH2:8][CH2:9][CH2:10][CH2:11][CH3:12]. Reaction conditions: temperature 0 celsius, time 25 minute. The solvent is C(Cl)Cl (methylene chloride), C(Cl)Cl (methylene chloride). Product: BrCC(CCC1C(CCCCC)(C)O1)=O (1-bromo-5,6-epoxy-6-methyl-undecan-2-one). Starting materials: BrCC(CCC=C(CCCCC)C)=O (1-Bromo-6-methyl-2-oxo-undec-5-ene), ClC1=CC(=CC=C1)C(=O)OO (m-chloroperbenzoic acid). The yield is 95.9%.